This data is from the Open Reaction Database (ORD), a public repository of structured organic reaction records. The task is: describe an organic reaction: reactants, conditions, products, and yield The solvent is CN(C=O)C (dimethylformamide). Reaction SMILES: [H-].[Na+].[Cl:3][C:4]1[CH:5]=[C:6]2[C:10](=[CH:11][CH:12]=1)[NH:9][C:8]([C:13]1[CH:18]=[CH:17][C:16]([Cl:19])=[CH:15][CH:14]=1)=[C:7]2[CH2:20][CH2:21][C:22]([OH:24])=[O:23].I[CH3:26].O>CN(C)C=O>[Cl:3][C:4]1[CH:5]=[C:6]2[C:10](=[CH:11][CH:12]=1)[N:9]([CH3:26])[C:8]([C:13]1[CH:14]=[CH:15][C:16]([Cl:19])=[CH:17][CH:18]=1)=[C:7]2[CH2:20][CH2:21][C:22]([OH:24])=[O:23] |f:0.1|. Product: ClC=1C=C2C(=C(N(C2=CC1)C)C1=CC=C(C=C1)Cl)CCC(=O)O (5-Chloro-2-(4-chlorophenyl)-1-methyl-1H-indole-3-propanoic acid). The yield is 72.0%. Reported procedure: Sodium hydride (60% suspension in mineral oil, 5.98 g) was added in portions to a stirred, cooled (0° C.) solution of 5-chloro-2-(4-chlorophenyl)-1H-indole-3-propanoic acid (Description 30, 10 g, 30 mmol) in dimethylformamide (100 mL) and the mixture was stirred at 0° C. for 30 min. Iodomethane (9 mL) was added in one portion and the mixture was stirred at room temperature for 30 min. Water (1.5 L) was added and the mixture was extracted with ether (3×400 mL). The combined organic fractions were... Starting materials: [H-].[Na+] (Sodium hydride), ClC=1C=C2C(=C(NC2=CC1)C1=CC=C(C=C1)Cl)CCC(=O)O (5-chloro-2-(4-chlorophenyl)-1H-indole-3-propanoic acid), O (Water), IC (Iodomethane). Run at temperature 0 celsius, time 30 minute. Reaction conditions: time 30 minute. Yields the product C1(=CC=CC2=CC=CC=C12)CC(=O)Cl (napthylacetyl chloride). The reagents and catalysts are CN(C=O)C (dimethylformamide). Procedure details: Into 20 mL of methylene chloride, 0.250 g of the naphthyl acetic acid prepared as in Example 2 above, was dissolved. After cooling the solution in an ice bath, 0.090 mL of oxalyl chloride and a few drops of dimethylformamide were added. After 30 minutes, the ice bath was removed, and the reaction was allowed to come to room temperature over 30 minutes. The solvent of the reaction mixture was removed under vacuum, and product was redissolved in 50 mL of methylene chloride, followed by evaporation... Reaction SMILES: [C:1]1([CH2:11][C:12]([OH:14])=O)[C:10]2[C:5](=[CH:6][CH:7]=[CH:8][CH:9]=2)[CH:4]=[CH:3][CH:2]=1.C(Cl)(=O)C([Cl:18])=O>CN(C)C=O.C(Cl)Cl>[C:1]1([CH2:11][C:12]([Cl:18])=[O:14])[C:10]2[C:5](=[CH:6][CH:7]=[CH:8][CH:9]=2)[CH:4]=[CH:3][CH:2]=1. Reactants: C1(=CC=CC2=CC=CC=C12)CC(=O)O (naphthyl acetic acid), C(C(=O)Cl)(=O)Cl (oxalyl chloride). Run in C(Cl)Cl (methylene chloride). Product: c1ccc(P(c2ccccc2)c2ccccc2)cc1. The reactants are [H][H], S, Cl[Si](Cl)(Cl)Cl, O=P(c1ccccc1)(c1ccccc1)c1ccccc1. As a reaction SMILES: [H:27][H:28].[S:21].[Si:22]([Cl:23])([Cl:24])([Cl:25])[Cl:26].[c:1]1([P:7]([c:8]2[cH:9][cH:10][cH:11][cH:12][cH:13]2)([c:14]2[cH:15][cH:16][cH:17][cH:18][cH:19]2)=[O:20])[cH:2][cH:3][cH:4][cH:5][cH:6]1>>[c:1]1([P:7]([c:8]2[cH:9][cH:10][cH:11][cH:12][cH:13]2)[c:14]2[cH:15][cH:16][cH:17][cH:18][cH:19]2)[cH:2][cH:3][cH:4][cH:5][cH:6]1. The reactants are [N+](=O)([O-])C=1C=C(C=CC1N)CC(=O)O (2-(3-nitro-4-aminophenyl)acetic acid). Reagents/catalysts: [Pd] (palladium-on-carbon). Product: NC=1C=C(C=CC1N)CC(=O)O (2-(3,4-diaminophenyl)acetic acid). RXN SMILES: [N+:1]([C:4]1[CH:5]=[C:6]([CH2:11][C:12]([OH:14])=[O:13])[CH:7]=[CH:8][C:9]=1[NH2:10])([O-])=O>[Pd]>[NH2:1][C:4]1[CH:5]=[C:6]([CH2:11][C:12]([OH:14])=[O:13])[CH:7]=[CH:8][C:9]=1[NH2:10]. Procedure: 2-(3,4-Diaminophenyl)acetic acid can be prepared by acetylation of 2-(4-aminophenylacetonitrile with acetic anhydride in pyridine. The 2-(4-acetamidophenyl)acetonitrile product is nitrated in acetic anhydride to provide 2-(3-nitrile-4-acetamidophenyl)acetonitrile. The nitrile is hydrolyzed with concentrated hydrochloric acid to give 2-(3-nitro-4-aminophenyl)acetic acid after neutralization. The nitro acid is then hydrogenated at 60 psi at room temperature over palladium-on-carbon to yield 2-(3,4... Reactants: C[Si](C)(C)C#C (trimethylsilylacetylene), solution, BrCCCCCCC=C (8-bromo-1-octene). Solvent: C1CCOC1 (THF), hexanes. Reaction conditions: temperature 0 celsius. Product: C(#CCCCCCCC=C)[Si](C)(C)C (dec-9-en-1-ynyltrimethylsilane). Yield: 16.2%. As a reaction SMILES: [CH3:1][Si:2]([C:5]#[CH:6])([CH3:4])[CH3:3].Br[CH2:8][CH2:9][CH2:10][CH2:11][CH2:12][CH2:13][CH:14]=[CH2:15]>C1COCC1>[C:5]([Si:2]([CH3:4])([CH3:3])[CH3:1])#[C:6][CH2:15][CH2:14][CH2:13][CH2:12][CH2:11][CH2:10][CH:9]=[CH2:8]. Procedure: A 250-mL round-bottom flask equipped with a stir bar and a water-jacketed reflux condenser was charged with trimethylsilylacetylene (6.00 mL, 42.0 mmol). THF (50 mL) was added, and the mixture was allowed to cool to 0° C. (ice-bath). nButyllithium (29.0 mL, 42.0 mmol, 1.46 M solution in hexanes) was added dropwise by a syringe, and the ice-bath was removed following the addition. The mixture was allowed to warm to 22° C. as it stirred for 1 h, at which point 8-bromo-1-octene (3.50 mL, 21.0 mmol)... Conditions: time 4 day. Yield: 37.0%. Starting materials: [N+](=O)([O-])C1=C(C(=CC=C1)N)N (3-nitro-benzene-1,2-diamine), C(=O)(O)[O-].[Na+] (NaHCO3), C(C)(C)(C)OC(=O)N(CCCC(=O)O)C (4-(tert-butoxycarbonyl-methyl-amino)-butyric acid), CCN(C(C)C)C(C)C (DIPEA), C=1C=CC2=C(C1)N=NN2O (HOBt). Reported procedure: To a solution of 9 g of 4-(tert-butoxycarbonyl-methyl-amino)-butyric acid (prepared from 4-(methylamino)butyric acid and BOC anhydride) in 159 mL DCM were added 14.2 mL of DIPEA, 8 g of HOBt and 9.1 g of EDC. After stirring for 5 min 6.1 g of 3-nitro-benzene-1,2-diamine were added and the mixture was stirred for 4 days at rt. Saturated aq. NaHCO3 solution was added, the phases were separated and the organic phase washed with brine. The combined organic phases were dried over MgSO4, and concentra... Yields the product C(C)(C)(C)OC(N(C)CCCC(NC1=C(C(=CC=C1)[N+](=O)[O-])N)=O)=O ([3-(2-Amino-3-nitro-phenylcarbamoyl)-propyl]methyl-carbamic acid tert-butyl ester). Solvent: C(Cl)Cl (DCM), C(CCl)Cl (EDC). As a reaction SMILES: [C:1]([O:5][C:6]([N:8]([CH3:15])[CH2:9][CH2:10][CH2:11][C:12]([OH:14])=O)=[O:7])([CH3:4])([CH3:3])[CH3:2].CCN(C(C)C)C(C)C.C1C=CC2N(O)N=NC=2C=1.[N+:35]([C:38]1[CH:43]=[CH:42][CH:41]=[C:40]([NH2:44])[C:39]=1[NH2:45])([O-:37])=[O:36].C([O-])(O)=O.[Na+]>C(Cl)Cl.C(Cl)CCl>[C:1]([O:5][C:6](=[O:7])[N:8]([CH2:9][CH2:10][CH2:11][C:12](=[O:14])[NH:44][C:40]1[CH:41]=[CH:42][CH:43]=[C:38]([N+:35]([O-:37])=[O:36])[C:39]=1[NH2:45])[CH3:15])([CH3:2])([CH3:3])[CH3:4] |f:4.5|.